From a dataset of the Open Reaction Database (ORD), a public repository of structured organic reaction records. describe an organic reaction: reactants, conditions, products, and yield Reactants: CC(C)(C)OC(=O)OC(=O)[O-], ClC(Cl)Cl, CCc1cc2c(s1)-n1c(CN)nnc1CN=C2c1ccccc1Cl. Product: CCc1cc2c(s1)-n1c(nnc1CNC(=O)OC(C)(C)C)CN=C2c1ccccc1Cl. As a reaction SMILES: [C:25](=[O:26])([O:27][C:28]([CH3:29])([CH3:30])[CH3:31])[O:32][C:33]([O-:34])=[O:35].[CH:36]([Cl:37])([Cl:38])[Cl:39].[NH2:1][CH2:2][c:3]1[n:4][n:5][c:6]2[n:7]1-[c:8]1[c:9]([cH:20][c:21]([CH2:23][CH3:24])[s:22]1)[C:10]([c:13]1[c:14]([Cl:19])[cH:15][cH:16][cH:17][cH:18]1)=[N:11][CH2:12]2>>[NH:1]([CH2:2][c:3]1[n:4][n:5][c:6]2[n:7]1-[c:8]1[c:9]([cH:20][c:21]([CH2:23][CH3:24])[s:22]1)[C:10]([c:13]1[c:14]([Cl:19])[cH:15][cH:16][cH:17][cH:18]1)=[N:11][CH2:12]2)[C:25](=[O:26])[O:27][C:28]([CH3:29])([CH3:30])[CH3:31].